Dataset: the Open Reaction Database (ORD), a public repository of structured organic reaction records. Task: describe an organic reaction: reactants, conditions, products, and yield Reactants: C(=O)O (formic acid), FC1=C(CN2N=C(C3=C2CCC3)C3=NC=C(C(=N3)N)OC)C=CC=C1 (2-[1-(2-fluorobenzyl)-1,4,5,6-tetrahydrocyclopenta[c]pyrazol-3-yl]-5-methoxypyrimidin-4-amine), C([O-])([O-])=O.[K+].[K+] (potassium carbonate), C1(=CC=CC=C1)S (benzenethiol). Run in CN1C(CCC1)=O (1-methylpyrrolidin-2-one). Run at temperature 190 celsius, time 0.5 hour. Yields the product NC1=NC(=NC=C1O)C=1C2=C(N(N1)CC1=C(C=CC=C1)F)CCC2 (4-amino-2-[1-(2-fluorobenzyl)-1,4,5,6-tetrahydrocyclopenta[c]pyrazol-3-yl]pyrimidin-5-ol). Isolated yield 103.0%. As a reaction SMILES: [F:1][C:2]1[CH:25]=[CH:24][CH:23]=[CH:22][C:3]=1[CH2:4][N:5]1[C:9]2[CH2:10][CH2:11][CH2:12][C:8]=2[C:7]([C:13]2[N:18]=[C:17]([NH2:19])[C:16]([O:20]C)=[CH:15][N:14]=2)=[N:6]1.C(=O)([O-])[O-].[K+].[K+].C1(S)C=CC=CC=1.C(O)=O>CN1CCCC1=O>[NH2:19][C:17]1[C:16]([OH:20])=[CH:15][N:14]=[C:13]([C:7]2[C:8]3[CH2:12][CH2:11][CH2:10][C:9]=3[N:5]([CH2:4][C:3]3[CH:22]=[CH:23][CH:24]=[CH:25][C:2]=3[F:1])[N:6]=2)[N:18]=1 |f:1.2.3|. Procedure: 5.61 g of 2-[1-(2-fluorobenzyl)-1,4,5,6-tetrahydrocyclopenta[c]pyrazol-3-yl]-5-methoxypyrimidin-4-amine 1-4-2 (16.5 mmol, 1.00 eq) were dissolved in 680 mL of dry 1-methylpyrrolidin-2-one. 1.14 g of potassium carbonate (8.27 mmol, 0.5 eq.), and 3.40 mL benzenethiol (33.1 mmol, 2.0 eq.) were added. The mixture was stirred for 0.5 h at 190° C. bath temperature. Then the reaction mixture was partitioned between aqueous half saturated ammonium chloride solution and ethyl DCM/isopropanol (4:1). The o... The product is CC(C)(c1ccccc1)N1CCC(O)C1. RXN SMILES: [C:1](=[O:2])([c:3]1[cH:4][cH:5][cH:6][cH:7][cH:8]1)[O:9][CH:10]1[CH2:11][N:12]([C:15]([CH3:16])([CH3:17])[c:18]2[cH:19][cH:20][cH:21][cH:22][cH:23]2)[CH2:13][CH2:14]1.[CH3:26][OH:27].[K+:25].[OH-:24]>>[OH:9][CH:10]1[CH2:11][N:12]([C:15]([CH3:16])([CH3:17])[c:18]2[cH:19][cH:20][cH:21][cH:22][cH:23]2)[CH2:13][CH2:14]1. Starting materials: CC(C)(c1ccccc1)N1CCC(OC(=O)c2ccccc2)C1, CO, [K+], [OH-]. The reactants are CCOC(=O)N=C=S, ClCCl, COC(=O)C(N)Cc1ccc(Cl)cc1, CCN(C(C)C)C(C)C. The product is CCOC(=O)NC(=S)NC(Cc1ccc(Cl)cc1)C(=O)OC. Reaction SMILES: [CH2:24]([CH3:25])[O:26][C:27](=[O:28])[N:29]=[C:30]=[S:31].[CH2:32]([Cl:33])[Cl:34].[CH3:1][O:2][C:3]([CH:4]([CH2:5][c:6]1[cH:7][cH:8][c:9]([Cl:12])[cH:10][cH:11]1)[NH2:13])=[O:14].[CH:15]([N:16]([CH:17]([CH3:18])[CH3:19])[CH2:20][CH3:21])([CH3:22])[CH3:23]>>[CH3:1][O:2][C:3]([CH:4]([CH2:5][c:6]1[cH:7][cH:8][c:9]([Cl:12])[cH:10][cH:11]1)[NH:13][C:30]([NH:29][C:27]([O:26][CH2:24][CH3:25])=[O:28])=[S:31])=[O:14]. Reactants: ClC1=C(C=CC(=C1)F)NC(C=NO)=O (N-(2-Chloro-4-fluorophenyl)-2-(hydroxyimino)-acetamide), S(O)(O)(=O)=O (sulfuric acid). Conditions: time 1 hour. Yields the product ClC=1C=C(C=C2C(C(NC12)=O)=O)F (7-chloro-5-fluoroindole-2,3-dione). Reaction SMILES: [Cl:1][C:2]1[CH:7]=[C:6]([F:8])[CH:5]=[CH:4][C:3]=1[NH:9][C:10](=[O:14])[CH:11]=NO.S(=O)(=O)(O)[OH:16]>>[Cl:1][C:2]1[CH:7]=[C:6]([F:8])[CH:5]=[C:4]2[C:3]=1[NH:9][C:10](=[O:14])[C:11]2=[O:16]. Reported procedure: N-(2-Chloro-4-fluorophenyl)-2-(hydroxyimino)-acetamide (5.4 g, 24.9 mmol) was added portionwise to conc. sulfuric acid (70 mL) at 70° C. The mixture was stirred for 1 h, poured onto ice-water (200 mL) and filtered. The filter-cake was dried in vacuo to give crude 7-chloro-5-fluoroindole-2,3-dione which was used immediately without further purification. Starting materials: C(C1=CC=CC=C1)OC(NC1=CC(=C(C=C1)CCO)C(F)(F)F)=O ([4-(2-Hydroxyethyl)-3-(trifluoromethyl)phenyl]carbamic acid benzyl ester), CCN(CC)S(F)(F)F (DAST). Run in C(Cl)Cl (DCM). Conditions: time 3 hour. The product is C(C1=CC=CC=C1)OC(NC1=CC(=C(C=C1)CCF)C(F)(F)F)=O ([4-(2-fluoroethyl)-3-(trifluoromethyl)phenyl]carbamic acid benzyl ester). Yield: 45.1%. As a reaction SMILES: [CH2:1]([O:8][C:9](=[O:24])[NH:10][C:11]1[CH:16]=[CH:15][C:14]([CH2:17][CH2:18]O)=[C:13]([C:20]([F:23])([F:22])[F:21])[CH:12]=1)[C:2]1[CH:7]=[CH:6][CH:5]=[CH:4][CH:3]=1.CCN(S(F)(F)[F:31])CC>C(Cl)Cl>[CH2:1]([O:8][C:9](=[O:24])[NH:10][C:11]1[CH:16]=[CH:15][C:14]([CH2:17][CH2:18][F:31])=[C:13]([C:20]([F:23])([F:22])[F:21])[CH:12]=1)[C:2]1[CH:7]=[CH:6][CH:5]=[CH:4][CH:3]=1. Procedure: [4-(2-Hydroxyethyl)-3-(trifluoromethyl)phenyl]carbamic acid benzyl ester (428 mg, 1.26 mmol) was dissolved in DCM (4 mL), and DAST (339 mL, 2.10 mmol) was added thereto. The resulting mixture was stirred for about 3 hours. The reaction solution was quenched with a saturated sodium bicarbonate solution, and then DCM (20 mL) was added thereto. The organic layer was washed with saturated brine and concentrated under reduced pressure. The residue was purified by silica-gel column chromatography (n-h...